This data is from the Open Reaction Database (ORD), a public repository of structured organic reaction records. The task is: describe an organic reaction: reactants, conditions, products, and yield Starting materials: Cn1ccnc1S, CCN(C(C)C)C(C)C, O=S(=O)(Oc1ccc2cc(-c3ccc(F)cc3)ccc2c1)C(F)(F)F, O=C(C=Cc1ccccc1)C=Cc1ccccc1, O=C(C=Cc1ccccc1)C=Cc1ccccc1, C1COCCO1, O=C(C=Cc1ccccc1)C=Cc1ccccc1, O, [Pd], [Pd], CC1(C)c2cccc(P(c3ccccc3)c3ccccc3)c2Oc2c(P(c3ccccc3)c3ccccc3)cccc21. The product is Cn1ccnc1Sc1ccc2cc(-c3ccc(F)cc3)ccc2c1. Reaction SMILES: [CH3:26][n:27]1[c:28]([SH:32])[n:29][cH:30][cH:31]1.[CH:75]([N:76]([CH:77]([CH3:78])[CH3:79])[CH2:80][CH3:81])([CH3:82])[CH3:83].[F:1][C:2]([F:3])([F:4])[S:5]([O:6][c:7]1[cH:8][c:9]2[cH:10][cH:11][c:12](-[c:17]3[cH:18][cH:19][c:20]([F:23])[cH:21][cH:22]3)[cH:13][c:14]2[cH:15][cH:16]1)(=[O:24])=[O:25].[O:110]=[C:111]([CH:112]=[CH:113][c:114]1[cH:115][cH:116][cH:117][cH:118][cH:119]1)[CH:120]=[CH:121][c:122]1[cH:123][cH:124][cH:125][cH:126][cH:127]1.[O:128]=[C:129]([CH:130]=[CH:131][c:132]1[cH:133][cH:134][cH:135][cH:136][cH:137]1)[CH:138]=[CH:139][c:140]1[cH:141][cH:142][cH:143][cH:144][cH:145]1.[O:84]1[CH2:85][CH2:86][O:87][CH2:88][CH2:89]1.[O:92]=[C:93]([CH:94]=[CH:95][c:96]1[cH:97][cH:98][cH:99][cH:100][cH:101]1)[CH:102]=[CH:103][c:104]1[cH:105][cH:106][cH:107][cH:108][cH:109]1.[OH2:146].[Pd:90].[Pd:91].[c:33]1([P:34]([c:35]2[cH:36][cH:37][cH:38][cH:39][cH:40]2)[c:41]2[c:42]3[c:66]([cH:67][cH:68][cH:69]2)[C:63]([CH3:64])([CH3:65])[c:45]2[c:44]([c:49]([P:50]([c:51]4[cH:52][cH:53][cH:54][cH:55][cH:56]4)[c:57]4[cH:58][cH:59][cH:60][cH:61][cH:62]4)[cH:48][cH:47][cH:46]2)[O:43]3)[cH:70][cH:71][cH:72][cH:73][cH:74]1>>[c:7]1([S:32][c:28]2[n:27]([CH3:26])[cH:31][cH:30][n:29]2)[cH:8][c:9]2[cH:10][cH:11][c:12](-[c:17]3[cH:18][cH:19][c:20]([F:23])[cH:21][cH:22]3)[cH:13][c:14]2[cH:15][cH:16]1.